The task is: describe an organic reaction: reactants, conditions, products, and yield. This data is from the Open Reaction Database (ORD), a public repository of structured organic reaction records. Starting materials: ClC=1C=NC=C(C1CC1=NNCC2=CC(=CC=C12)OC)Cl (4-(3,5-dichloro-pyridin-4-ylmethyl)-7-methoxy-1,2-dihydro-phthalazine), [OH-].[Na+] (NaOH), N#N (N2), [O-]C#N.[K+] (potassium cyanate). Solvent: C(C)(=O)O (acetic acid). Run at time 20 hour. Yields the product ClC=1C=NC=C(C1CC1=NN(CC2=CC(=CC=C12)OC)C(=O)N)Cl (4-(3,5-Dichloro-pyridin-4-ylmethyl)-7-methoxy-1H-phthalazine-2-carboxylic acid amide). The yield is 79.5%. Reaction SMILES: [Cl:1][C:2]1[CH:3]=[N:4][CH:5]=[C:6]([Cl:21])[C:7]=1[CH2:8][C:9]1[C:18]2[C:13](=[CH:14][C:15]([O:19][CH3:20])=[CH:16][CH:17]=2)[CH2:12][NH:11][N:10]=1.N#N.[O-:24][C:25]#[N:26].[K+].[OH-].[Na+]>C(O)(=O)C>[Cl:1][C:2]1[CH:3]=[N:4][CH:5]=[C:6]([Cl:21])[C:7]=1[CH2:8][C:9]1[C:18]2[C:13](=[CH:14][C:15]([O:19][CH3:20])=[CH:16][CH:17]=2)[CH2:12][N:11]([C:25]([NH2:26])=[O:24])[N:10]=1 |f:2.3,4.5|. Procedure: A solution of 4-(3,5-dichloro-pyridin-4-ylmethyl)-7-methoxy-1,2-dihydro-phthalazine (0.4 g, 1.24 mmoles), prepared as described in example 22, in glacial acetic acid (8 ml), under stirring and dry N2 at room temperature, was added with potassium cyanate (0.2 g, 2.48 mmoles) and the reaction mixture was left to stand for 20 hours, then poured into 10% NaOH in excess and extracted more times with CH2Cl2. The organic phases were washed with water, anhydrified and concentrated to give a residue whic... The reactants are C(=O)(Cl)Cl (phosgene), C1(CCCCC1)N1C(NCC1(C)C)=O (1-cyclohexyl-5,5-dimethylimidazolidin-2-one), N1=CC=CC=C1 (pyridine). Solvent: C(Cl)Cl (DCM), C(Cl)Cl (DCM). Run at temperature 0 celsius, time 0.5 hour. The product is C1(CCCCC1)N1C(N(CC1(C)C)C(=O)Cl)=O (3-cyclohexyl-4,4-dimethyl-2-oxoimidazolidine-1-carbonyl chloride). The yield is 100.4%. RXN SMILES: [C:1]([Cl:4])(Cl)=[O:2].[CH:5]1([N:11]2[C:15]([CH3:17])([CH3:16])[CH2:14][NH:13][C:12]2=[O:18])[CH2:10][CH2:9][CH2:8][CH2:7][CH2:6]1.N1C=CC=CC=1>C(Cl)Cl>[CH:5]1([N:11]2[C:15]([CH3:16])([CH3:17])[CH2:14][N:13]([C:1]([Cl:4])=[O:2])[C:12]2=[O:18])[CH2:6][CH2:7][CH2:8][CH2:9][CH2:10]1. Procedure details: A 0° C. solution of phosgene (15% in toluene, 1.854 mL, 2.60 mmol) in DCM (10 mL) was treated drop-wise with a solution of 1-cyclohexyl-5,5-dimethylimidazolidin-2-one (0.34 g, 1.732 mmol) and pyridine (0.28 mL) in DCM (5 mL), stirred at 0° C. for 0.5 h, then concentrated to dryness to afford crude 3-cyclohexyl-4,4-dimethyl-2-oxoimidazolidine-1-carbonyl chloride (0.45 g, 100%) which was used without further purification. The reactants are C1CCOC1, [N-]=[N+]=NCC(O)c1cccc(Br)c1, O, c1ccc(P(c2ccccc2)c2ccccc2)cc1. Product: NCC(O)c1cccc(Br)c1. RXN SMILES: [CH2:33]1[O:34][CH2:35][CH2:36][CH2:37]1.[N:1](=[N+:2]=[N-:3])[CH2:4][CH:5]([OH:6])[c:7]1[cH:8][c:9]([Br:13])[cH:10][cH:11][cH:12]1.[OH2:38].[c:14]1([P:15]([c:16]2[cH:17][cH:18][cH:19][cH:20][cH:21]2)[c:22]2[cH:23][cH:24][cH:25][cH:26][cH:27]2)[cH:28][cH:29][cH:30][cH:31][cH:32]1>>[NH2:1][CH2:4][CH:5]([OH:6])[c:7]1[cH:8][c:9]([Br:13])[cH:10][cH:11][cH:12]1. Reactants: ClC1=CC=C(C(=O)CCCC(=O)OC)C=C1 (methyl 4-(4-chlorobenzoyl)butyrate), NC1=CC=CC=C1 (aniline). The reagents and catalysts are O.C1(=CC=C(C=C1)S(=O)(=O)O)C (p-toluenesulfonic acid monohydrate). Solvent: C1(=CC=CC=C1)C (toluene). Run at temperature -20 celsius, time 1 hour. The product is N(C1=CC=CC=C1)C(CCCC(=O)OC)C1=CC=C(C=C1)Cl (methyl 5-anilino-5-(4-chlorophenyl)pentanoate). Yield: 94.5%. As a reaction SMILES: [Cl:1][C:2]1[CH:16]=[CH:15][C:5]([C:6]([CH2:8][CH2:9][CH2:10][C:11]([O:13][CH3:14])=[O:12])=O)=[CH:4][CH:3]=1.[NH2:17][C:18]1[CH:23]=[CH:22][CH:21]=[CH:20][CH:19]=1>O.C1(C)C=CC(S(O)(=O)=O)=CC=1.C1(C)C=CC=CC=1>[NH:17]([CH:6]([C:5]1[CH:15]=[CH:16][C:2]([Cl:1])=[CH:3][CH:4]=1)[CH2:8][CH2:9][CH2:10][C:11]([O:13][CH3:14])=[O:12])[C:18]1[CH:23]=[CH:22][CH:21]=[CH:20][CH:19]=1 |f:2.3|. Reported procedure: (1)-a) To 19.0 g of methyl 4-(4-chlorobenzoyl)butyrate were added 14.5 g of aniline, 0.6 g of p-toluenesulfonic acid monohydrate and 200 ml of toluene, and the mixture was refluxed with dehydration for 22.5 hours. After removal of the solvent under reduced pressure, 100 ml of methanol and 2.5 g of sodium hydrogencarbonate were added, and the mixture was cooled to -20° C. Subsequently, 6.0 g of sodium borohydride was added portionwise over 1 hour, and the mixture was stirred at -30° to -20° C. fo... Starting materials: C(C)(=O)OC[C@](CCC=1OC(=CC1)C#CCCOC1CCCCC1)(CC)NC(C)=O ((2R)-1-Acetoxy-2-acetylamino-2-ethyl-4-[5-(4-cyclohexyloxybut-1-ynyl)furan-2-yl]butane), O1CCCC1 (tetrahydrofuran), CO (methanol), O.[OH-].[Li+] (lithium hydroxide monohydrate). Run in O (water), O (water). Yields the product C(C(=O)O)(=O)O.N[C@@](CO)(CCC=1OC(=CC1)C#CCCOC1CCCCC1)CC ((2R)-2-Amino-2-ethyl-4-[5-(4-cyclohexyloxybut-1-ynyl)furan-2-yl]butan-1-ol oxalate). The yield is 99.0%. RXN SMILES: [C:1]([O:4][CH2:5][C@@:6]([NH:27]C(=O)C)([CH2:25][CH3:26])[CH2:7][CH2:8][C:9]1[O:10][C:11]([C:14]#[C:15][CH2:16][CH2:17][O:18][CH:19]2[CH2:24][CH2:23][CH2:22][CH2:21][CH2:20]2)=[CH:12][CH:13]=1)(=[O:3])[CH3:2].O1CCCC1.CO.[OH2:38].[OH-:39].[Li+]>O>[C:2]([OH:39])(=[O:38])[C:1]([OH:4])=[O:3].[NH2:27][C@:6]([CH2:25][CH3:26])([CH2:7][CH2:8][C:9]1[O:10][C:11]([C:14]#[C:15][CH2:16][CH2:17][O:18][CH:19]2[CH2:20][CH2:21][CH2:22][CH2:23][CH2:24]2)=[CH:12][CH:13]=1)[CH2:5][OH:4] |f:3.4.5,7.8|. Procedure details: To a solution of (2R)-1-acetoxy-2-acetylamino-2-ethyl-4-[5-(4-cyclohexyloxybut-1-ynyl)furan-2-yl]butane obtained in Example (25a) in a mixed solvent of tetrahydrofuran (0.5 ml), methanol (0.5 ml) and water (0.5 ml) was added lithium hydroxide monohydrate (44.7 mg, 1.07 mmol) with stirring, and the resulting mixture was stirred at 50° C. for 4 hours. After cooling, water was added to the reaction mixture, and the resulting mixture was extracted with dichloromethane. The extract was washed with sa... Starting materials: ClC1=CC=CC2=C1CNCCS2 (6-chloro-2,3,4,5-tetrahydro-1,4-benzothiazepine), Cl (hydrochloride), C(C)(=O)OC(C)=O (acetic anhydride). Run at time 1 hour. Yields the product C(C)(=O)N1CCSC2=C(C1)C(=CC=C2)Cl (4-acetyl-6-chloro-2,3,4,5-tetrahydro-1,4-benzothiazepine). Reaction SMILES: [Cl:1][C:2]1[C:7]2[CH2:8][NH:9][CH2:10][CH2:11][S:12][C:6]=2[CH:5]=[CH:4][CH:3]=1.Cl.[C:14](OC(=O)C)(=[O:16])[CH3:15]>>[C:14]([N:9]1[CH2:8][C:7]2[C:2]([Cl:1])=[CH:3][CH:4]=[CH:5][C:6]=2[S:12][CH2:11][CH2:10]1)(=[O:16])[CH3:15]. Reported procedure: A solution of 6-chloro-2,3,4,5-tetrahydro-1,4-benzothiazepine (1.6 g, prepared in a similar manner to its hydrochloride, Example 1 above) in acetic anhydride (15 ml) was stirred at room temperature for one hour. The reaction mixture was poured into ice and extracted with dichloromethane. The organic layer was dried and the solvent was removed by evaporation to give 4-acetyl-6-chloro-2,3,4,5-tetrahydro-1,4-benzothiazepine, which was recrystallised from hexane. Yield 1.68 g (m.p. 79°-81° C.). Starting materials: ClC1=CC=CC=2[C@@H]3[C@@H](NC(C12)=O)CN(C3)C(=O)OC(C)(C)C ((3aR,9bS)-tert-butyl 6-chloro-5-oxo-3,3a,4,5-tetrahydro-1H-pyrrolo[3,4-c]isoquinoline-2(9bH)-carboxylate), ClC1=CC=CC=2[C@H]3[C@H](NC(C12)=O)CN(C3)C(=O)OC(C)(C)C ((±)-trans-tert-Butyl 6-chloro-5-oxo-3,3a,4,5-tetrahydro-1H-pyrrolo[3,4-c]isoquinoline-2(9bH)-carboxylate). Yields the product Cl.ClC1=CC=CC=2[C@@H]3[C@@H](NC(C12)=O)CNC3 ((3aR,9bS)-6-Chloro-2,3,3a,4-tetrahydro-1H-pyrrolo[3,4-c]isoquinolin-5(9bH)-one hydrochloride). RXN SMILES: [Cl:1]C1C2C(=O)N[C@H]3CN(C(OC(C)(C)C)=O)C[C@@H]3C=2C=CC=1.[Cl:23][C:24]1[C:33]2[C:32](=[O:34])[NH:31][C@@H:30]3[CH2:35][N:36](C(OC(C)(C)C)=O)[CH2:37][C@H:29]3[C:28]=2[CH:27]=[CH:26][CH:25]=1>>[ClH:1].[Cl:23][C:24]1[C:33]2[C:32](=[O:34])[NH:31][C@H:30]3[CH2:35][NH:36][CH2:37][C@@H:29]3[C:28]=2[CH:27]=[CH:26][CH:25]=1 |f:2.3|. Procedure: Following the procedure described in Example 23, Part K, (3aR,9bS)-tert-butyl 6-chloro-5-oxo-3,3a,4,5-tetrahydro-1H-pyrrolo[3,4-c]isoquinoline-2(9bH)-carboxylate, the first eluting compound from Part B above, was converted into the title compound of Example 27 as an off-white solid. 1H NMR (DMSO-D6): δ 10.03 (broad s, 1H), 9.80 (broad s, 1H), 8.87 (s, 1H), 7.55-7.45 (m, 2H), 7.22 (d, 1H), 3.92-3.84 (m, 1H), 3.63-3.53 (m, 1H), 3.50-3.42 (m, 1H), 3.32-3.22 (m, 1H), 3.20-3.05 (overlapping m, 2H). L... The reactants are NC1CCC(c2ccccc2)CN(CC2CC2)C1=O, O=C(Cl)N1CCC(N2Cc3ccccc3NC2=O)CC1. Product: O=C(NC1CCC(c2ccccc2)CN(CC2CC2)C1=O)N1CCC(N2Cc3ccccc3NC2=O)CC1. Reaction SMILES: [NH2:1][CH:2]1[C:3](=[O:19])[N:4]([CH2:15][CH:16]2[CH2:17][CH2:18]2)[CH2:5][CH:6]([c:9]2[cH:10][cH:11][cH:12][cH:13][cH:14]2)[CH2:7][CH2:8]1.[O:20]=[C:21]1[NH:22][c:23]2[cH:24][cH:25][cH:26][cH:27][c:28]2[CH2:29][N:30]1[CH:31]1[CH2:32][CH2:33][N:34]([C:37](=[O:38])[Cl:39])[CH2:35][CH2:36]1>>[NH:1]([CH:2]1[C:3](=[O:19])[N:4]([CH2:15][CH:16]2[CH2:17][CH2:18]2)[CH2:5][CH:6]([c:9]2[cH:10][cH:11][cH:12][cH:13][cH:14]2)[CH2:7][CH2:8]1)[C:37]([N:34]1[CH2:33][CH2:32][CH:31]([N:30]2[C:21](=[O:20])[NH:22][c:23]3[cH:24][cH:25][cH:26][cH:27][c:28]3[CH2:29]2)[CH2:36][CH2:35]1)=[O:38]. Reactants: N1=CN=C2NC=NC2=C1N[C@@H](C)C=1N=C(C2=C(C=CC=C2C1)Cl)OCC(=O)OC ((S)-methyl 2-(3-(1-(9H-purin-6-ylamino)ethyl)-8-chloroisoquinolin-1-yloxy)acetate), [Li+].[OH-] (LiOH). Solvent: CCO (EtOH), O (H2O). Run at temperature 60 celsius, time 2 hour. Yields the product N1=CN=C2NC=NC2=C1N[C@@H](C)C=1N=C(C2=C(C=CC=C2C1)Cl)OCC(=O)O ((S)-2-(3-(1-(9H-purin-6-ylamino)ethyl)-8-chloroisoquinolin-1-yloxy)acetic acid). Reaction SMILES: [N:1]1[C:9]([NH:10][C@H:11]([C:13]2[N:14]=[C:15]([O:24][CH2:25][C:26]([O:28]C)=[O:27])[C:16]3[C:21]([CH:22]=2)=[CH:20][CH:19]=[CH:18][C:17]=3[Cl:23])[CH3:12])=[C:8]2[C:4]([NH:5][CH:6]=[N:7]2)=[N:3][CH:2]=1.[Li+].[OH-]>CCO.O>[N:1]1[C:9]([NH:10][C@H:11]([C:13]2[N:14]=[C:15]([O:24][CH2:25][C:26]([OH:28])=[O:27])[C:16]3[C:21]([CH:22]=2)=[CH:20][CH:19]=[CH:18][C:17]=3[Cl:23])[CH3:12])=[C:8]2[C:4]([NH:5][CH:6]=[N:7]2)=[N:3][CH:2]=1 |f:1.2|. Reported procedure: To a mixture of (S)-methyl 2-(3-(1-(9H-purin-6-ylamino)ethyl)-8-chloroisoquinolin-1-yloxy)acetate 127 (200 mg, 0.47 mmol, 1.0 eq) in EtOH (5 mL) and H2O (2 mL), LiOH (78 mg, 3.25 mmol, 6.9 eq) was added in one portion. The resulting mixture was stirred at 60° C. for 2 h and then concentrated in vacuo. The residue was suspended in ice-water (15 mL) and the resulting mixture was neutralized with acetic acid at 0-5° C. to adjust pH to 7-8. The precipitate was collected by filtration and dried in va... The product is O=C1C2=C(NC=C1)C=NN2 (4,7-Dihydro-7-oxo-1H-pyrazolo[4,3-b]pyridine). Starting materials: O=C1C2=C(NC=C1C(=O)O)C=NN2 (4,7-Dihydro-7-oxo-1H-pyrazolo[4,3-b]pyridine-6-carboxylic acid). Procedure: 4,7-Dihydro-7-oxo-1H-pyrazolo[4,3-b]pyridine-6-carboxylic acid (7.0 g, 39 mmol) was suspended in Dowtherm A (250 ml) and the mixture was heated under reflux under nitrogen for 2.5 h. After cooling, the mixture was diluted with 60°-80° petrol and filtered. The precipitate was washed well with petrol and dried to give the crude product as an off-white solid (3.9 g, 74%). Recrystallisation from aqueous ethanol/ether gave the title compound as very fine needles, m.p. >320° C. Run in C1=CC=C(C=C1)C2=CC=CC=C2.C1=CC=C(C=C1)OC2=CC=CC=C2 (Dowtherm A), petrol. As a reaction SMILES: [O:1]=[C:2]1[C:7](C(O)=O)=[CH:6][NH:5][C:4]2[CH:11]=[N:12][NH:13][C:3]1=2>C1C=CC(C2C=CC=CC=2)=CC=1.C1C=CC(OC2C=CC=CC=2)=CC=1>[O:1]=[C:2]1[CH:7]=[CH:6][NH:5][C:4]2[CH:11]=[N:12][NH:13][C:3]1=2 |f:1.2|.